From a dataset of the Open Reaction Database (ORD), a public repository of structured organic reaction records. describe an organic reaction: reactants, conditions, products, and yield Starting materials: CO, NC1CCCC1, COC(=O)c1cncc(-c2csc(N=C(N)N)n2)c1. The product is NC(N)=Nc1nc(-c2cncc(C(=O)NC3CCCC3)c2)cs1. RXN SMILES: [CH3:26][OH:27].[CH:20]1([NH2:25])[CH2:21][CH2:22][CH2:23][CH2:24]1.[NH2:1][C:2]([NH2:3])=[N:4][c:5]1[s:6][cH:7][c:8](-[c:10]2[cH:11][n:12][cH:13][c:14]([C:16]([O:18][CH3:17])=[O:19])[cH:15]2)[n:9]1>>[NH2:1][C:2]([NH2:3])=[N:4][c:5]1[s:6][cH:7][c:8](-[c:10]2[cH:11][n:12][cH:13][c:14]([C:16](=[O:18])[NH:25][CH:20]3[CH2:21][CH2:22][CH2:23][CH2:24]3)[cH:15]2)[n:9]1. Yields the product CC#CCOc1ccc(S(=O)(=O)N(C)C(C(=O)OC)c2ccc(O[Si](C)(C)C(C)(C)C)cc2)cc1. Reaction SMILES: [CH3:1][O:2][C:3]([CH:4]([NH:5][S:6](=[O:7])(=[O:8])[c:9]1[cH:10][cH:11][c:12]([O:15][CH2:16][C:17]#[C:18][CH3:19])[cH:13][cH:14]1)[c:20]1[cH:21][cH:22][c:23]([O:26][Si:27]([CH3:28])([CH3:29])[C:30]([CH3:31])([CH3:32])[CH3:33])[cH:24][cH:25]1)=[O:34].[H-:35].[I:37][CH3:38].[Na+:36].[O:39]=[CH:40][N:41]([CH3:42])[CH3:43].[OH2:44]>>[CH3:1][O:2][C:3]([CH:4]([N:5]([S:6](=[O:7])(=[O:8])[c:9]1[cH:10][cH:11][c:12]([O:15][CH2:16][C:17]#[C:18][CH3:19])[cH:13][cH:14]1)[CH3:38])[c:20]1[cH:21][cH:22][c:23]([O:26][Si:27]([CH3:28])([CH3:29])[C:30]([CH3:31])([CH3:32])[CH3:33])[cH:24][cH:25]1)=[O:34]. The reactants are CC#CCOc1ccc(S(=O)(=O)NC(C(=O)OC)c2ccc(O[Si](C)(C)C(C)(C)C)cc2)cc1, [H-], CI, [Na+], CN(C)C=O, O. Starting materials: [H-].[Al+3].[Li+].[H-].[H-].[H-] (lithium aluminum hydride), C1C=CC2=CC=CC(=C12)OCC1CN(C(CO1)=O)C (2-(7-indenyloxymethyl)-4-methylmorpholin-5-one). Solvent: O1CCCC1 (tetrahydrofuran), O1CCCC1 (tetrahydrofuran). Yields the product C1C=CC2=CC=CC(=C12)OCC1CN(CCO1)C (2-(7-indenyloxymethyl)-4-methylmorpholine). The yield is 38.0%. As a reaction SMILES: [H-].[Al+3].[Li+].[H-].[H-].[H-].[CH2:7]1[C:15]2[C:10](=[CH:11][CH:12]=[CH:13][C:14]=2[O:16][CH2:17][CH:18]2[O:23][CH2:22][C:21](=O)[N:20]([CH3:25])[CH2:19]2)[CH:9]=[CH:8]1>O1CCCC1>[CH2:7]1[C:15]2[C:10](=[CH:11][CH:12]=[CH:13][C:14]=2[O:16][CH2:17][CH:18]2[O:23][CH2:22][CH2:21][N:20]([CH3:25])[CH2:19]2)[CH:9]=[CH:8]1 |f:0.1.2.3.4.5|. Procedure: In 200 ml. of anhydrous tetrahydrofuran was suspended 1.4 g. of lithium aluminum hydride and after adding thereto slowly a solution prepared by dissolving 5.8 g. of 2-(7-indenyloxymethyl)-4-methylmorpholin-5-one in 30 ml. of tetrahydrofuran, the mixture was treated in a similar manner as in Example 1 to provide 2.1 g. (yield 38%) of oily 2-(7-indenyloxymethyl)-4-methylmorpholine. Starting materials: ice water, OC=1C(=NC(=NC1)C)OC(C)C(=O)OC (5-hydroxy-4-{1-(methoxycarbonyl)ethoxy}-2-methylpyrimidine), FC1=C(C=C(C(=C1)N1C(N(C(=CC1=O)C(F)(F)F)C)=O)F)[N+](=O)[O-] (2,5-difluoro-4-[3-methyl-2,6-dioxo-4-(trifluoromethyl)-1,2,3,6-tetrahydropyrimidin-1-yl]nitrobenzene), C([O-])([O-])=O.[K+].[K+] (potassium carbonate). The solvent is CN(C=O)C (N,N-dimethylformamide). Conditions: temperature 70 celsius, time 1 hour. Yields the product FC1=CC(=C(OC=2C(=NC(=NC2)C)OC(C)C(=O)OC)C=C1N1C(N(C(=CC1=O)C(F)(F)F)C)=O)[N+](=O)[O-] (5-{4-fluoro-5-[3-methyl-2,6-dioxo-4-(trifluoromethyl)-1,2,3,6-tetrahydropyrimidin-1-yl]-2-nitrophenoxy}-4-{1-(methoxycarbonyl)ethoxy}-2-methylpyrimidine). Reaction SMILES: [OH:1][C:2]1[C:3]([O:9][CH:10]([C:12]([O:14][CH3:15])=[O:13])[CH3:11])=[N:4][C:5]([CH3:8])=[N:6][CH:7]=1.F[C:17]1[CH:22]=[C:21]([N:23]2[C:28](=[O:29])[CH:27]=[C:26]([C:30]([F:33])([F:32])[F:31])[N:25]([CH3:34])[C:24]2=[O:35])[C:20]([F:36])=[CH:19][C:18]=1[N+:37]([O-:39])=[O:38].C(=O)([O-])[O-].[K+].[K+]>CN(C)C=O>[F:36][C:20]1[C:21]([N:23]2[C:28](=[O:29])[CH:27]=[C:26]([C:30]([F:33])([F:32])[F:31])[N:25]([CH3:34])[C:24]2=[O:35])=[CH:22][C:17]([O:1][C:2]2[C:3]([O:9][CH:10]([C:12]([O:14][CH3:15])=[O:13])[CH3:11])=[N:4][C:5]([CH3:8])=[N:6][CH:7]=2)=[C:18]([N+:37]([O-:39])=[O:38])[CH:19]=1 |f:2.3.4|. Procedure: To a mixture of 5-hydroxy-4-{1-(methoxycarbonyl)ethoxy}-2-methylpyrimidine, 2,5-difluoro-4-[3-methyl-2,6-dioxo-4-(trifluoromethyl)-1,2,3,6-tetrahydropyrimidin-1-yl]nitrobenzene and N,N-dimethylformamide is added potassium carbonate, and the mixture is stirred for 1 hour at 70° C. The reaction solution is cooled to room temperature, then, poured into ice water, and extracted with ethyl acetate. The organic layer is washed with saturated saline, dried over anhydrous magnesium sulfate, and concentr... Starting materials: CCc1c(Sc2cc(C)cc(C)c2)[nH]c(=O)[nH]c1=O, Fc1ccc(F)c(CBr)c1. Yields the product CCc1c(Sc2cc(C)cc(C)c2)n(Cc2cc(F)ccc2F)c(=O)[nH]c1=O. Reaction SMILES: [CH2:1]([CH3:2])[c:3]1[c:4](=[O:19])[nH:5][c:6](=[O:18])[nH:7][c:8]1[S:9][c:10]1[cH:11][c:12]([CH3:17])[cH:13][c:14]([CH3:16])[cH:15]1.[F:20][c:21]1[c:22]([CH2:23][Br:24])[cH:25][c:26]([F:29])[cH:27][cH:28]1>>[CH2:1]([CH3:2])[c:3]1[c:4](=[O:19])[nH:5][c:6](=[O:18])[n:7]([CH2:23][c:22]2[c:21]([F:20])[cH:28][cH:27][c:26]([F:29])[cH:25]2)[c:8]1[S:9][c:10]1[cH:11][c:12]([CH3:17])[cH:13][c:14]([CH3:16])[cH:15]1. Reactants: C(C)OC1=C(C(=O)OCC)C=CC(=C1)CC(=O)NC(CCC)C1=C(C=CC=C1)N1CCCCC1 (ethyl 2-ethoxy-4-[N-{1-(2-piperidino-phenyl)1-butyl}-aminocarbonylmethyl}-benzoate), [BH4-].[Li+] (lithium borohydride), B(OC)(OC)OC (trimethyl borate). The solvent is O1CCCC1 (tetrahydrofuran). Product: C(C)OC1=C(CO)C=CC(=C1)CC(=O)NC(CCC)C1=C(C=CC=C1)N1CCCCC1 (2-Ethoxy-4-[N-{1-(2-piperidino-phenyl)-1-butyl}-amino-carbonylmethyl]-benzyl alcohol). As a reaction SMILES: [CH2:1]([O:3][C:4]1[CH:14]=[C:13]([CH2:15][C:16]([NH:18][CH:19]([C:23]2[CH:28]=[CH:27][CH:26]=[CH:25][C:24]=2[N:29]2[CH2:34][CH2:33][CH2:32][CH2:31][CH2:30]2)[CH2:20][CH2:21][CH3:22])=[O:17])[CH:12]=[CH:11][C:5]=1[C:6](OCC)=[O:7])[CH3:2].[BH4-].[Li+].B(OC)(OC)OC>O1CCCC1>[CH2:1]([O:3][C:4]1[CH:14]=[C:13]([CH2:15][C:16]([NH:18][CH:19]([C:23]2[CH:28]=[CH:27][CH:26]=[CH:25][C:24]=2[N:29]2[CH2:30][CH2:31][CH2:32][CH2:33][CH2:34]2)[CH2:20][CH2:21][CH3:22])=[O:17])[CH:12]=[CH:11][C:5]=1[CH2:6][OH:7])[CH3:2] |f:1.2|. Procedure: Prepared from ethyl 2-ethoxy-4-[N-{1-(2-piperidino-phenyl)1-butyl}-aminocarbonylmethyl}-benzoate by reduction with lithium borohydride in boiling tetrahydrofuran in the presence of 10% of trimethyl borate.